This data is from the Open Reaction Database (ORD), a public repository of structured organic reaction records. The task is: describe an organic reaction: reactants, conditions, products, and yield The reactants are COC(=O)c1cc2ccc(NC(=O)OC(C)(C)C)cc2[nH]1, ClCCl, O=C(OC(=O)C(F)(F)F)C(F)(F)F. Yields the product COC(=O)c1cc2ccc(N)cc2[nH]1. RXN SMILES: [C:1]([O:2][C:3](=[O:4])[NH:8][c:9]1[cH:10][cH:11][c:12]2[cH:13][c:14]([C:18](=[O:19])[O:20][CH3:21])[nH:15][c:16]2[cH:17]1)([CH3:5])([CH3:6])[CH3:7].[Cl:35][CH2:36][Cl:37].[F:22][C:23]([F:24])([F:25])[C:26]([O:27][C:28](=[O:29])[C:30]([F:31])([F:32])[F:33])=[O:34]>>[NH2:8][c:9]1[cH:10][cH:11][c:12]2[cH:13][c:14]([C:18](=[O:19])[O:20][CH3:21])[nH:15][c:16]2[cH:17]1. Starting materials: [Cl-], Nc1c(Cl)cc(F)cc1Cl, Cl, O=N[O-], [Na+], O, O, O. Yields the product NNc1c(Cl)cc(F)cc1Cl. RXN SMILES: [Cl-:17].[Cl:1][c:2]1[c:3]([NH2:4])[c:5]([Cl:10])[cH:6][c:7]([F:9])[cH:8]1.[ClH:19].[N:11]([O-:12])=[O:13].[Na+:14].[OH2:15].[OH2:16].[OH2:18]>>[Cl:1][c:2]1[c:3]([NH:4][NH2:11])[c:5]([Cl:10])[cH:6][c:7]([F:9])[cH:8]1. Starting materials: BrCCCOc1cccc(-c2noc3ccsc23)c1, O=C([O-])[O-], CC#N, NCc1c(F)cccc1F, [K+], [K+]. Product: Fc1cccc(F)c1CNCCCOc1cccc(-c2noc3ccsc23)c1. Reaction SMILES: [Br:1][CH2:2][CH2:3][CH2:4][O:5][c:6]1[cH:7][c:8](-[c:12]2[n:13][o:14][c:15]3[c:16]2[s:17][cH:18][cH:19]3)[cH:9][cH:10][cH:11]1.[C:20](=[O:21])([O-:22])[O-:23].[CH3:36][C:37]#[N:38].[F:26][c:27]1[c:28]([CH2:29][NH2:30])[c:31]([F:35])[cH:32][cH:33][cH:34]1.[K+:24].[K+:25]>>[CH2:2]([CH2:3][CH2:4][O:5][c:6]1[cH:7][c:8](-[c:12]2[n:13][o:14][c:15]3[c:16]2[s:17][cH:18][cH:19]3)[cH:9][cH:10][cH:11]1)[NH:30][CH2:29][c:28]1[c:27]([F:26])[cH:34][cH:33][cH:32][c:31]1[F:35]. The reactants are C1(=CC(=CC(=C1)C(=O)Cl)C(=O)Cl)C(=O)Cl (1,3,5-benzenetricarboxylic acid trichloride), C1(CCCCCCC1)N (cyclooctylamine), [Li+].[Cl-] (LiCl), CN1CCCC1=O (NMP), ice water. The solvent is N1=CC=CC=C1 (pyridine). Reaction conditions: temperature 5 celsius. Yields the product C1(CCCCCCC1)NC(=O)C1=CC(=CC(=C1)C(=O)NC1CCCCCCC1)C(=O)NC1CCCCCCC1 (1,3,5-benzenetricarboxylic acid tris(cyclooctylamide)). Reaction SMILES: [CH:1]1([NH2:9])[CH2:8][CH2:7][CH2:6][CH2:5][CH2:4][CH2:3][CH2:2]1.[Li+].[Cl-].C[N:13]1[C:17](=O)[CH2:16][CH2:15][CH2:14]1.[C:19]1([C:31](Cl)=[O:32])[CH:24]=[C:23]([C:25](Cl)=[O:26])[CH:22]=[C:21]([C:28](Cl)=[O:29])[CH:20]=1>N1C=CC=CC=1>[CH:1]1([NH:9][C:31]([C:19]2[CH:24]=[C:23]([C:25]([NH:9][CH:1]3[CH2:8][CH2:7][CH2:6][CH2:5][CH2:4][CH2:3][CH2:2]3)=[O:26])[CH:22]=[C:21]([C:28]([NH:13][CH:17]3[CH2:16][CH2:15][CH2:14][CH2:3][CH2:2][CH2:1][CH2:8]3)=[O:29])[CH:20]=2)=[O:32])[CH2:8][CH2:7][CH2:6][CH2:5][CH2:4][CH2:3][CH2:2]1 |f:1.2|. Procedure details: 4.20 g (33 mmol) of cyclooctylamine and 0.1 g of dry LiCl are added under inert atmosphere to 70 ml of dry NMP and 15 ml of dry pyridine and cooled to 5° C. Then, 2.39 g (9 mmol) of 1,3,5-benzenetricarboxylic acid trichloride are added. The reaction mixture is heated to 75° C. and stirred. After 2 hours the reaction mixture is added to 300 ml of ice water. Customary work-up (recrystallization from N,N-dimethylformamide) gives 1,3,5-benzenetricarboxylic acid tris(cyclooctylamide).